This data is from the Open Reaction Database (ORD), a public repository of structured organic reaction records. The task is: describe an organic reaction: reactants, conditions, products, and yield Starting materials: COc1ccc2c(c1)Sc1ccc(SC)cc1C(N1CCNCC1)C2, O=C1SCCN1CCCl. Product: COc1ccc2c(c1)Sc1ccc(SC)cc1C(N1CCN(CCN3CCSC3=O)CC1)C2. RXN SMILES: [CH3:1][O:2][c:3]1[cH:4][cH:5][c:6]2[c:7]([cH:25]1)[S:8][c:9]1[c:10]([cH:19][c:20]([S:23][CH3:24])[cH:21][cH:22]1)[CH:11]([N:13]1[CH2:14][CH2:15][NH:16][CH2:17][CH2:18]1)[CH2:12]2.[Cl:26][CH2:27][CH2:28][N:29]1[C:30](=[O:34])[S:31][CH2:32][CH2:33]1>>[CH3:1][O:2][c:3]1[cH:4][cH:5][c:6]2[c:7]([cH:25]1)[S:8][c:9]1[c:10]([cH:19][c:20]([S:23][CH3:24])[cH:21][cH:22]1)[CH:11]([N:13]1[CH2:14][CH2:15][N:16]([CH2:27][CH2:28][N:29]3[C:30](=[O:34])[S:31][CH2:32][CH2:33]3)[CH2:17][CH2:18]1)[CH2:12]2. The reactants are CC(C)=O, O=[N+]([O-])O, CCOC(=O)c1cncn1C(C)c1ccccc1. Yields the product O=[N+]([O-])O, CCOC(=O)c1cncn1C(C)c1ccccc1. RXN SMILES: [CH3:23][C:24](=[O:25])[CH3:26].[OH:19][N+:20]([O-:21])=[O:22].[c:1]1([CH:7]([CH3:8])[n:9]2[cH:10][n:11][cH:12][c:13]2[C:14](=[O:15])[O:16][CH2:17][CH3:18])[cH:2][cH:3][cH:4][cH:5][cH:6]1>>[O:19]=[N+:20]([OH:21])[O-:22].[c:1]1([CH:7]([CH3:8])[n:9]2[cH:10][n:11][cH:12][c:13]2[C:14](=[O:15])[O:16][CH2:17][CH3:18])[cH:2][cH:3][cH:4][cH:5][cH:6]1. Starting materials: C=CCOc1ccc(CC(NC(C)=O)C(=O)OC)cc1, C1CCOC1, [Li+], [OH-], O, O, O. Product: C=CCOc1ccc(CC(NC(C)=O)C(=O)O)cc1. As a reaction SMILES: [C:1]([CH3:2])(=[O:3])[NH:4][CH:5]([C:6](=[O:7])[O:8][CH3:9])[CH2:10][c:11]1[cH:12][cH:13][c:14]([O:17][CH2:18][CH:19]=[CH2:20])[cH:15][cH:16]1.[CH2:24]1[O:25][CH2:26][CH2:27][CH2:28]1.[Li+:23].[OH-:22].[OH2:21].[OH2:29].[OH2:30]>>[C:1]([CH3:2])(=[O:3])[NH:4][CH:5]([C:6](=[O:7])[OH:8])[CH2:10][c:11]1[cH:12][cH:13][c:14]([O:17][CH2:18][CH:19]=[CH2:20])[cH:15][cH:16]1. Product: COc1ccc(NC(=O)c2cc(Br)cnc2OC)cc1C. Reaction SMILES: COc1ccc(N)cc1C.COc1ncc(Br)cc1C(=O)O.C1CCN(C1)[P+](N2CCCC2)(N3CCCC3)ON4C5=C(C=CC=N5)N=N4.F[P-](F)(F)(F)(F)F.CN1CCOCC1.CN(C)C=O>>COc1ccc(NC(=O)c2cc(Br)cnc2OC)cc1C. Run in CN(C)C=O (DMF), CN(C)C=O (DMF), CN(C)C=O (DMF), CN(C)C=O (DMF), CN(C)C=O (DMF), CN(C)C=O (DMF). Reagents/catalysts: C1CCN(C1)[P+](N2CCCC2)(N3CCCC3)ON4C5=C(C=CC=N5)N=N4.F[P-](F)(F)(F)(F)F (PyAOP), CN1CCOCC1 (NMM). Reaction conditions: temperature 25 celsius, time 2 hour. Isolated yield 44.7%. Starting materials: COc1ncc(Br)cc1C(=O)O, COc1ccc(N)cc1C. Starting materials: C1CCCCC12NC1(CCCCC1)NC2=O (7,14-diazadispiro[5.1.5.2]pentadecan-15-one), C(C)N=C=O (ethyl isocyanate), N12CCN(CC1)CC2 (1,4-diaza bicyclo[2.2.2]octane). The solvent is C1=CC=CC=C1 (benzene). Conditions: time 6 hour. The product is C(C)NC(=O)N1C2(NC3(CCCCC3)C1=O)CCCCC2 (14-ethylcarbamoyl-7,14-diazadispiro[5.1.5.2]pentadecan-15-one). RXN SMILES: [CH2:1]1[C:6]2([C:15](=[O:16])[NH:14][C:8]3([CH2:13][CH2:12][CH2:11][CH2:10][CH2:9]3)[NH:7]2)[CH2:5][CH2:4][CH2:3][CH2:2]1.[CH2:17]([N:19]=[C:20]=[O:21])[CH3:18].N12CCN(CC1)CC2>C1C=CC=CC=1>[CH2:17]([NH:19][C:20]([N:14]1[C:15](=[O:16])[C:6]2([CH2:1][CH2:2][CH2:3][CH2:4][CH2:5]2)[NH:7][C:8]21[CH2:13][CH2:12][CH2:11][CH2:10][CH2:9]2)=[O:21])[CH3:18]. Procedure details: 5.5 Parts of 7,14-diazadispiro[5.1.5.2]pentadecan-15-one, 1.76 parts of ethyl isocyanate and a trace of 1,4-diaza bicyclo[2.2.2]octane in 100 parts of dry benzene were heated at reflux for 18 hours. The solvent was evaporated in vacuo and the residue was stirred in 100 of water for 6 hours. 6.4 Parts of a solid were separated by filtration and crystallised twice from ethanol to yield 14-ethylcarbamoyl-7,14-diazadispiro[5.1.5.2]pentadecan-15-one as colourless crystals of melting point 185° to 188...